Dataset: the Open Reaction Database (ORD), a public repository of structured organic reaction records. Task: describe an organic reaction: reactants, conditions, products, and yield The reactants are FC1=C(C=CC=C1)CCNCC1=CC=C(C=C1)C1=NC(=NO1)CCCCCCCCCCC (N-[2-(2-fluorophenyl)ethyl]-N-[4-(3-undecyl-1,2,4-oxadiazol-5-yl)benzyl]amine), CN1CCOCC1 (morpholinomethyl polystyrene), CCC(=O)C(=O)Cl (Ethyloxalyl chloride). The solvent is C(Cl)Cl (DCM), C(Cl)Cl (DCM). Run at temperature 0 celsius, time 2 hour. The product is C(C)OC(C(=O)N(CC1=CC=C(C=C1)C1=NC(=NO1)CCCCCCCCCCC)CCC1=C(C=CC=C1)F)=O (ethyl{[2-(2-fluorophenyl)ethyl][4-(3-undecyl-1,2,4-oxadiazol-5-yl)benzyl]amino}(oxo)acetate). RXN SMILES: [F:1][C:2]1[CH:7]=[CH:6][CH:5]=[CH:4][C:3]=1[CH2:8][CH2:9][NH:10][CH2:11][C:12]1[CH:17]=[CH:16][C:15]([C:18]2[O:22][N:21]=[C:20]([CH2:23][CH2:24][CH2:25][CH2:26][CH2:27][CH2:28][CH2:29][CH2:30][CH2:31][CH2:32][CH3:33])[N:19]=2)=[CH:14][CH:13]=1.CN1CC[O:38][CH2:37][CH2:36]1.CC[C:43]([C:45](Cl)=[O:46])=[O:44]>C(Cl)Cl>[CH2:37]([O:38][C:43](=[O:44])[C:45]([N:10]([CH2:9][CH2:8][C:3]1[CH:4]=[CH:5][CH:6]=[CH:7][C:2]=1[F:1])[CH2:11][C:12]1[CH:17]=[CH:16][C:15]([C:18]2[O:22][N:21]=[C:20]([CH2:23][CH2:24][CH2:25][CH2:26][CH2:27][CH2:28][CH2:29][CH2:30][CH2:31][CH2:32][CH3:33])[N:19]=2)=[CH:14][CH:13]=1)=[O:46])[CH3:36]. Procedure: To a solution of N-[2-(2-fluorophenyl)ethyl]-N-[4-(3-undecyl-1,2,4-oxadiazol-5-yl)benzyl]amine (45.1 mg, 0.1 mmol) in anhydrous DCM (0.6 mL) was added the morpholinomethyl polystyrene resin (Novabiochem, HL, 39.5 mg, 0.15 mmol, 3.8 mmol/g) and the resulting mixture was cooled at 0° C. Ethyloxalyl chloride (4.7 mg, 0.13 mmol) in anhydrous DCM (0.4 mL) was added. The reaction mixture was stirred for 2 h at rt, then the PL-AMS-Resin (Polymer Laboratories, 52 mg, 0.1 mmol, 1.93 mmol/g) was added and... Reactants: 66, C1(=CC=CC=C1)CN1CCC(CC1)CCC(=O)OCC (ethyl 1-(phenylmethyl)-4-piperidinepropanoate), O1CCCC1 (tetrahydrofuran), [OH-].[Na+] (sodium hydroxide), O1CCCC1 (tetrahydrofuran), [AlH4-].[Li+] (lithium tetrahydroaluminate). Solvent: O (water), O (water). Run at time 8 hour. The product is 56, C1(=CC=CC=C1)CN1CCC(CC1)CCCO (phenylmethyl-4-piperidinepropanol). RXN SMILES: O1CCCC1.[AlH4-].[Li+].[C:8]1([CH2:14][N:15]2[CH2:20][CH2:19][CH:18]([CH2:21][CH2:22][C:23](OCC)=[O:24])[CH2:17][CH2:16]2)[CH:13]=[CH:12][CH:11]=[CH:10][CH:9]=1.[OH-].[Na+]>O>[C:8]1([CH2:14][N:15]2[CH2:20][CH2:19][CH:18]([CH2:21][CH2:22][CH2:23][OH:24])[CH2:17][CH2:16]2)[CH:9]=[CH:10][CH:11]=[CH:12][CH:13]=1 |f:1.2,4.5|. Reported procedure: 270 Parts of tetrahydrofuran were added carefully to 10 arts of lithium tetrahydroaluminate. A solution of 66 parts of ethyl 1-(phenylmethyl)-4-piperidinepropanoate in 180 parts of tetrahydrofuran was added dropwise to the thus obtained mixture (exothermic reaction, the temperature rose to about 45° C.). The whole was stirred overnight at reflux temperature. The mixture was cooled in an ice salt bath and decomposed at 0° C. with successively 10.5 parts of water, 7.8 parts of a sodium hydroxide s... Starting materials: CNCCN(C)C, ClC(Cl)Cl, O=S(=O)(Cl)Cl. Product: [Cl-], CN(CC[NH+](C)C)S(=O)(=O)Cl. Reaction SMILES: [CH3:6][NH:7][CH2:8][CH2:9][N:10]([CH3:11])[CH3:12].[Cl:13][CH:14]([Cl:15])[Cl:16].[S:1](=[O:2])(=[O:3])([Cl:4])[Cl:5]>>[Cl-:4].[S:1](=[O:2])(=[O:3])([Cl:5])[N:7]([CH3:6])[CH2:8][CH2:9][NH+:10]([CH3:11])[CH3:12]. Reactants: C(C)(C)(C)NS(=O)(=O)C1=CC(=C(C=C1)C=1N(C(C(N1)(C)C1=CC=C(C=C1)Cl)(C)C1=CC=C(C=C1)Cl)C(=O)Cl)OCC (rac-(4S*,5R*)-2-(4-tert-butylsulfamoyl-2-ethoxy-phenyl)-4,5-bis-(4-chloro-phenyl)-4,5-dimethyl-4,5-dihydro-imidazole-1-carbonyl chloride), Cl.Cl.CS(=O)(=O)CCCN1CCNCC1 (1-(3-methanesulfonyl-propyl)-piperazine dihydrochloride). Yields the product ClC1=CC=C(C=C1)[C@@]1(N=C(N([C@]1(C)C1=CC=C(C=C1)Cl)C(=O)N1CCN(CC1)CCCS(=O)(=O)C)C1=C(C=C(C=C1)S(=O)(=O)NC(C)(C)C)OCC)C (4-{(4S,5R)-4,5-Bis-(4-chloro-phenyl)-1-[4-(3-methanesulfonyl-propyl)-piperazine-1-carbonyl]-4,5-dimethyl-4,5-dihydro-1H-imidazol-2-yl}-N-tert-butyl-3-ethoxy-benzenesulfonamide). RXN SMILES: [C:1]([NH:5][S:6]([C:9]1[CH:14]=[CH:13][C:12]([C:15]2[N:16]([C:36](Cl)=[O:37])[C:17]([C:29]3[CH:34]=[CH:33][C:32]([Cl:35])=[CH:31][CH:30]=3)([CH3:28])[C:18]([C:21]3[CH:26]=[CH:25][C:24]([Cl:27])=[CH:23][CH:22]=3)([CH3:20])[N:19]=2)=[C:11]([O:39][CH2:40][CH3:41])[CH:10]=1)(=[O:8])=[O:7])([CH3:4])([CH3:3])[CH3:2].Cl.Cl.[CH3:44][S:45]([CH2:48][CH2:49][CH2:50][N:51]1[CH2:56][CH2:55][NH:54][CH2:53][CH2:52]1)(=[O:47])=[O:46]>>[Cl:27][C:24]1[CH:23]=[CH:22][C:21]([C@@:18]2([CH3:20])[C@:17]([C:29]3[CH:30]=[CH:31][C:32]([Cl:35])=[CH:33][CH:34]=3)([CH3:28])[N:16]([C:36]([N:54]3[CH2:53][CH2:52][N:51]([CH2:50][CH2:49][CH2:48][S:45]([CH3:44])(=[O:46])=[O:47])[CH2:56][CH2:55]3)=[O:37])[C:15]([C:12]3[CH:13]=[CH:14][C:9]([S:6]([NH:5][C:1]([CH3:3])([CH3:2])[CH3:4])(=[O:8])=[O:7])=[CH:10][C:11]=3[O:39][CH2:40][CH3:41])=[N:19]2)=[CH:26][CH:25]=1 |f:1.2.3|. Reported procedure: In a manner analogous to the method described in example 5, rac-(4S*,5R*)-2-(4-tert-butylsulfamoyl-2-ethoxy-phenyl)-4,5-bis-(4-chloro-phenyl)-4,5-dimethyl-4,5-dihydro-imidazole-1-carbonyl chloride was reacted with 1-(3-methanesulfonyl-propyl)-piperazine dihydrochloride (prepared as described in Fotouhi, N. et al. WO 2005110996) to give the title compound as a racemic mixture. The enantiomers were then separated by supercritical fluid chromatography (Berger Instrument Multi-Gram II, Daicel Chiral... Reaction SMILES: Br[C:2]1[C:7]([C:8]([F:11])([F:10])[F:9])=[CH:6][CH:5]=[CH:4][C:3]=1[F:12].S(=O)=O.[Li].[S:17](Cl)([Cl:20])(=[O:19])=[O:18]>O1CCCC1.CCOCC.C1C=CC=CC=1>[F:12][C:3]1[CH:4]=[CH:5][CH:6]=[C:7]([C:8]([F:11])([F:10])[F:9])[C:2]=1[S:17]([Cl:20])(=[O:19])=[O:18] |^1:15|. Starting materials: BrC1=C(C=CC=C1C(F)(F)F)F (2-bromo-1-fluoro-3-trifluoromethylbenzene), S(=O)(=O)(Cl)Cl (Sulfuryl chloride), S(=O)=O (sulfur dioxide), S(=O)=O (sulfur dioxide), [Li] (lithium). Procedure details: 2-bromo-1-fluoro-3-trifluoromethylbenzene (1.0 eq.) was taken up in tetrahydrofuran (0.5 M) and diethyl ether (0.5 M) and cooled to −78° C. nbutyllithium (2.5M, 1.0 eq.) was added dropwise and the reaction stirred for 40 minutes. A volume of sulfur dioxide equal to the volume of THF was condensed and diluted with two volumes of ether. The lithium salt of the benzene was canulated into the sulfur dioxide and the reaction was allowed to slowly warm to room temperature. The solvent was removed and ... The yield is 65.0%. Conditions: time 40 minute. Solvent: C1=CC=CC=C1 (benzene), C1CCOC1 (THF), C(C)OCC (diethyl ether), CCOCC (ether), O1CCCC1 (tetrahydrofuran). Yields the product FC1=C(C(=CC=C1)C(F)(F)F)S(=O)(=O)Cl (2-fluoro-6-trifluoromethylbenzenesulfonyl chloride). The reactants are O (water), [BH4-].[Na+] (NaBH4), CN1N=CC(=C1)C=1C=CC=2N(N1)C(=CN2)CC=2C=CC=1N(C2)C(=CN1)C=O (6-[6-(1-Methyl-1H-pyrazol-4-yl)-imidazo[1,2-b]pyridazin-3-ylmethyl]-imidazo[1,2-a]pyridine-3-carbaldehyde). Solvent: CO (MeOH). Conditions: time 30 minute. The product is CN1N=CC(=C1)C=1C=CC=2N(N1)C(=CN2)CC=2C=CC=1N(C2)C(=CN1)CO ({6-[6-(1-Methyl-1H-pyrazol-4-yl)-imidazo[1,2-b]pyridazin-3-ylmethyl]-imidazo[1,2-a]pyridin-3-yl}-methanol). As a reaction SMILES: [CH3:1][N:2]1[CH:6]=[C:5]([C:7]2[CH:8]=[CH:9][C:10]3[N:11]([C:13]([CH2:16][C:17]4[CH:18]=[CH:19][C:20]5[N:21]([C:23]([CH:26]=[O:27])=[CH:24][N:25]=5)[CH:22]=4)=[CH:14][N:15]=3)[N:12]=2)[CH:4]=[N:3]1.O.[BH4-].[Na+]>CO>[CH3:1][N:2]1[CH:6]=[C:5]([C:7]2[CH:8]=[CH:9][C:10]3[N:11]([C:13]([CH2:16][C:17]4[CH:18]=[CH:19][C:20]5[N:21]([C:23]([CH2:26][OH:27])=[CH:24][N:25]=5)[CH:22]=4)=[CH:14][N:15]=3)[N:12]=2)[CH:4]=[N:3]1 |f:2.3|. Reported procedure: 6-[6-(1-Methyl-1H-pyrazol-4-yl)-imidazo[1,2-b]pyridazin-3-ylmethyl]-imidazo[1,2-a]pyridine-3-carbaldehyde (Example 297, 50 mg, 0.140 mmol) was dissolved in MeOH (3 mL) and water (1 mL) then NaBH4 (2.6 mg, 0.070 mmol) was added. The RM was stirred at rt for 30 min. It was quenched with water and EtOAc. The precipitate formed was filtered off. The filtrate was concentrated then was triturated with MeOH. The salt was filtered off. The filtrate was concentrated and then triturated again with Et2O, T... Starting materials: NC=1C(N(C(N(C1N)CCC)=O)CCC)=O (5,6-diamino-1,3-dipropyluracil), BrC=1C=C(C=CC(=O)O)C=CC1OC (3-bromo-4-methoxycinnamic acid). Product: BrC=1C=C(/C=C/C2=NC=3N(C(N(C(C3N2)=O)CCC)=O)CCC)C=CC1OC ((E)-8-(3-Bromo-4-methoxystyryl)-1,3-dipropylxanthine). Isolated yield 57.7%. Reaction SMILES: [NH2:1][C:2]1[C:3](=[O:16])[N:4]([CH2:13][CH2:14][CH3:15])[C:5](=[O:12])[N:6]([CH2:9][CH2:10][CH3:11])[C:7]=1[NH2:8].[Br:17][C:18]1[CH:19]=[C:20]([CH:26]=[CH:27][C:28]=1[O:29][CH3:30])[CH:21]=[CH:22][C:23](O)=O>>[Br:17][C:18]1[CH:19]=[C:20]([CH:26]=[CH:27][C:28]=1[O:29][CH3:30])/[CH:21]=[CH:22]/[C:23]1[NH:1][C:2]2[C:3](=[O:16])[N:4]([CH2:13][CH2:14][CH3:15])[C:5](=[O:12])[N:6]([CH2:9][CH2:10][CH3:11])[C:7]=2[N:8]=1. Reported procedure: Substantially the same procedure as in Reference Example 1 was repeated using 3.0 g (13.3 mmol) of 5,6-diamino-1,3-dipropyluracil and 3.75 g (14.6 mmol) of 3-bromo-4-methoxycinnamic acid. Then, the resultant crude crystals were recrystallized from dioxane to give 3.43 g (yield 58%) of Compound 55 as yellow needles.